describe an organic reaction: reactants, conditions, products, and yield From a dataset of the Open Reaction Database (ORD), a public repository of structured organic reaction records. Starting materials: COC(=O)C=1N(C(C2=CC=C(C=C2C1C1=CC=CC=C1)Cl)=O)N (2-amino-6-chloro-1-oxo-4-phenyl-1,2-dihydroisoquinoline-3-carboxylic acid methyl ester), O1C(=CC=C1)C=O (furan-2-carbaldehyde), powder. Yields the product COC(=O)C=1N(C(C2=CC=C(C=C2C1C1=CC=CC=C1)Cl)=O)N=CC=1OC=CC1 (6-chloro-2-[(furan-2-ylmethylene)amino]-1-oxo-4-phenyl-1,2-dihydroisoquinoline-3-carboxylic acid methyl ester). RXN SMILES: [CH3:1][O:2][C:3]([C:5]1[N:6]([NH2:23])[C:7](=[O:22])[C:8]2[C:13]([C:14]=1[C:15]1[CH:20]=[CH:19][CH:18]=[CH:17][CH:16]=1)=[CH:12][C:11]([Cl:21])=[CH:10][CH:9]=2)=[O:4].[O:24]1[CH:28]=[CH:27][CH:26]=[C:25]1[CH:29]=O>>[CH3:1][O:2][C:3]([C:5]1[N:6]([N:23]=[CH:29][C:25]2[O:24][CH:28]=[CH:27][CH:26]=2)[C:7](=[O:22])[C:8]2[C:13]([C:14]=1[C:15]1[CH:20]=[CH:19][CH:18]=[CH:17][CH:16]=1)=[CH:12][C:11]([Cl:21])=[CH:10][CH:9]=2)=[O:4]. Procedure: The present compound was synthesized by a method similar to that in Example 210 and using 2-amino-6-chloro-1-oxo-4-phenyl-1,2-dihydroisoquinoline-3-carboxylic acid methyl ester (210 mg) and furan-2-carbaldehyde. A colorless powder (125 mg). Starting materials: C(#N)CN1C(C(OC2=C1C=C(C=C2)F)CC(=O)OCC)=O (Ethyl 2-(4-cyanomethyl-6-fluoro-3,4-dihydro-3-oxo-2H-1,4-benzoxazin-2-yl]acetate), Cl.NC1=C(C(=CC(=C1F)F)F)S (2-amino-3,4,6-trifluorothiophenol hydrochloride). The solvent is C(C)O (ethanol). The product is FC=1C=CC2=C(N(C(C(O2)CC(=O)OCC)=O)CC=2SC3=C(N2)C(=C(C=C3F)F)F)C1 (Ethyl 2-[6-fluoro-4-(4,5,7-trifluorobenzothiazol-2-yl)methyl-3,4-dihydro-3-oxo-2H-1,4-benzoxazin-2-yl]acetate). As a reaction SMILES: [C:1]([CH2:3][N:4]1[C:9]2[CH:10]=[C:11]([F:14])[CH:12]=[CH:13][C:8]=2[O:7][CH:6]([CH2:15][C:16]([O:18][CH2:19][CH3:20])=[O:17])[C:5]1=[O:21])#[N:2].Cl.N[C:24]1[C:29]([F:30])=[C:28]([F:31])[CH:27]=[C:26]([F:32])[C:25]=1[SH:33]>C(O)C>[F:14][C:11]1[CH:12]=[CH:13][C:8]2[O:7][CH:6]([CH2:15][C:16]([O:18][CH2:19][CH3:20])=[O:17])[C:5](=[O:21])[N:4]([CH2:3][C:1]3[S:33][C:25]4[C:26]([F:32])=[CH:27][C:28]([F:31])=[C:29]([F:30])[C:24]=4[N:2]=3)[C:9]=2[CH:10]=1 |f:1.2|. Reported procedure: Ethyl 2-(4-cyanomethyl-6-fluoro-3,4-dihydro-3-oxo-2H-1,4-benzoxazin-2-yl]acetate (500 mg) and 2-amino-3,4,6-trifluorothiophenol hydrochloride (388 mg) were added to anhydrous ethanol (5 ml), and the mixture was refluxed under heating under an argon atmosphere. Fifteen hours later, the solvent was distilled away and water was added to the residue, which was followed by extraction with ethyl acetate. The organic layer was dried over anhydrous magnesium sulfate, and the solvent was. distilled away. Starting materials: C(=O)C1=CC=C(C=C1)CC(=O)O (4-formylphenylacetic acid), N1CCCCC1 (piperidine), C(C)OC(CC(=O)[C@H]1N(CCC1)C(=O)OC(C)(C)C)=O (tert-butyl (2S)-2-(3-ethoxy-3-oxopropanoyl)-1-pyrrolidinecarboxylate). Run in C1=CC=CC=C1 (benzene). Product: C(C)(C)(C)OC(=O)N1[C@@H](CCC1)C(/C(=C/C1=CC=C(C=C1)CC(=O)O)/C(=O)OCC)=O ({4-[(1Z)-3-[(2S)-1-(tert-Butoxycarbonyl)pyrrolidinyl]-2-(ethoxycarbonyl)-3-oxo-1-propenyl]phenyl}acetic acid). Isolated yield 33.6%. As a reaction SMILES: [CH:1]([C:3]1[CH:8]=[CH:7][C:6]([CH2:9][C:10]([OH:12])=[O:11])=[CH:5][CH:4]=1)=O.N1CCCCC1.[CH2:19]([O:21][C:22](=[O:38])[CH2:23][C:24]([C@@H:26]1[CH2:30][CH2:29][CH2:28][N:27]1[C:31]([O:33][C:34]([CH3:37])([CH3:36])[CH3:35])=[O:32])=[O:25])[CH3:20]>C1C=CC=CC=1>[C:34]([O:33][C:31]([N:27]1[CH2:28][CH2:29][CH2:30][C@H:26]1[C:24](=[O:25])/[C:23](/[C:22]([O:21][CH2:19][CH3:20])=[O:38])=[CH:1]/[C:3]1[CH:8]=[CH:7][C:6]([CH2:9][C:10]([OH:12])=[O:11])=[CH:5][CH:4]=1)=[O:32])([CH3:36])([CH3:37])[CH3:35]. Procedure details: To a solution of 4-formylphenylacetic acid (4.31 g, 26.3 mmol) in benzene (75 ml) and piperidine (0.95 ml, 9.5 mmol) was added tert-butyl (2S)-2-(3-ethoxy-3-oxopropanoyl)-1-pyrrolidinecarboxylate (8.1 g, 28.4 mmol). The solution was refluxed under a Dean-Stark trap for 8 h. The solvent was removed by rotary evaporation. The product was purified by silica gel column chromatography (silica gel/75% ethyl acetate in petroleum ether) giving A as an off-white solid (3.81 g, 34% yield). LCMS m/z 432 (M...